From a dataset of the Open Reaction Database (ORD), a public repository of structured organic reaction records. describe an organic reaction: reactants, conditions, products, and yield Starting materials: CC(=O)c1ccc(CC(=O)Nc2cccnc2Oc2cccc(C#N)c2)cc1, [Li]C, C1CCOC1. The product is CC(C)(O)c1ccc(CC(=O)Nc2cccnc2Oc2cccc(C#N)c2)cc1. Reaction SMILES: [C:1]([CH3:2])(=[O:3])[c:4]1[cH:5][cH:6][c:7]([CH2:10][C:11](=[O:12])[NH:13][c:14]2[c:15]([O:20][c:21]3[cH:22][c:23]([C:27]#[N:28])[cH:24][cH:25][cH:26]3)[n:16][cH:17][cH:18][cH:19]2)[cH:8][cH:9]1.[CH3:29][Li:30].[O:31]1[CH2:32][CH2:33][CH2:34][CH2:35]1>>[C:1]([CH3:2])([OH:3])([c:4]1[cH:5][cH:6][c:7]([CH2:10][C:11](=[O:12])[NH:13][c:14]2[c:15]([O:20][c:21]3[cH:22][c:23]([C:27]#[N:28])[cH:24][cH:25][cH:26]3)[n:16][cH:17][cH:18][cH:19]2)[cH:8][cH:9]1)[CH3:29]. The reactants are N1=C(C=CC=C1)C=1SC=C(N1)C(=O)O (2-(pyridin-2-yl)thiazole-4-carboxylic acid), [Si](C)(C)(C)Cl (TMS-Cl). Run in CO (methanol). Reaction conditions: temperature 50 celsius. The product is N1=C(C=CC=C1)C=1SC=C(N1)C(=O)OC (methyl 2-(pyridin-2-yl)thiazole-4-carboxylate). Reaction SMILES: [N:1]1[CH:6]=[CH:5][CH:4]=[CH:3][C:2]=1[C:7]1[S:8][CH:9]=[C:10]([C:12]([OH:14])=[O:13])[N:11]=1.[Si](Cl)(C)(C)[CH3:16]>CO>[N:1]1[CH:6]=[CH:5][CH:4]=[CH:3][C:2]=1[C:7]1[S:8][CH:9]=[C:10]([C:12]([O:14][CH3:16])=[O:13])[N:11]=1. Procedure details: To a solution of 2-(pyridin-2-yl)thiazole-4-carboxylic acid 7.4 (500 mg, 2.425 mmol) in commercial anhydrous methanol (10 mL) was added TMS-Cl (0.77 mL, 6.06 mmol) at once. The RM was heated to 50° C. overnight. The RM. was concentrated under reduced pressure and the residue was used crude in next step. Yield: 649 mg (quantitative). LCMS: P=94%, rt=4.07 nm, m/z=221. The reactants are BrC1=CC=C(C=C1)C1=CC(C2=C(N1)N(N=C2CC)C2=CC=CC=C2)=O (6-(4-bromo-phenyl)-3-ethyl-1-phenyl-1,7-dihydro-pyrazolo[3,4-b]pyridin-4-one), C(C)(C)(C)OC(=O)N1CCC(CC1)N (4-amino-piperidine-1-carboxylic acid tert-butyl ester), Cl (HCl). Procedure details: The title compound was prepared according to the procedure as described in Example 97 reacting via Suzuki coupling of 6-(4-bromo-phenyl)-3-ethyl-1-phenyl-1,7-dihydro-pyrazolo[3,4-b]pyridin-4-one and 4-amino-piperidine-1-carboxylic acid tert-butyl ester, followed by de-protection with HCl. Reaction SMILES: Br[C:2]1[CH:7]=[CH:6][C:5]([C:8]2[NH:13][C:12]3[N:14]([C:19]4[CH:24]=[CH:23][CH:22]=[CH:21][CH:20]=4)[N:15]=[C:16]([CH2:17][CH3:18])[C:11]=3[C:10](=[O:25])[CH:9]=2)=[CH:4][CH:3]=1.C(OC([N:33]1[CH2:38][CH2:37][CH:36]([NH2:39])[CH2:35][CH2:34]1)=O)(C)(C)C.Cl>>[CH2:17]([C:16]1[C:11]2[C:10]([OH:25])=[CH:9][C:8]([C:5]3[CH:6]=[CH:7][C:2]([NH:39][CH:36]4[CH2:37][CH2:38][NH:33][CH2:34][CH2:35]4)=[CH:3][CH:4]=3)=[N:13][C:12]=2[N:14]([C:19]2[CH:24]=[CH:23][CH:22]=[CH:21][CH:20]=2)[N:15]=1)[CH3:18]. Product: C(C)C1=NN(C=2N=C(C=C(C21)O)C2=CC=C(C=C2)NC2CCNCC2)C2=CC=CC=C2 (3-Ethyl-1-phenyl-6-[4-(piperidin-4-ylamino)-phenyl]-1H-pyrazolo[3,4-b]pyridin-4-ol). RXN SMILES: [CH3:19][CH2:20][OH:21].[CH3:1][N:2]1[CH2:3][CH2:4][CH:5]([c:8]2[n:9][nH:10][c:11]3[cH:12][cH:13][cH:14][cH:15][c:16]23)[CH2:6][CH2:7]1.[Na+:18].[OH-:17]>>[CH3:1][N:2]1[CH2:3][CH2:4][CH:5]([c:8]2[n:9][n:10]([CH2:20][OH:21])[c:11]3[cH:12][cH:13][cH:14][cH:15][c:16]23)[CH2:6][CH2:7]1. Reactants: CCO, CN1CCC(c2n[nH]c3ccccc23)CC1, [Na+], [OH-]. The product is CN1CCC(c2nn(CO)c3ccccc23)CC1. Run at time 2 hour. Run in C1=CC=CC=C1 (benzene). The product is C([C@@H](O)C)(=O)[O-].N[C@@H](CC1=CC=CC=C1)B([O-])[O-] ((S)-Lactate 1-(R)-amino-2-phenylethaneboronate). Procedure details: 1.42 (5 mmol) of (R)-1-benzyloxycarbonylamino-2-phenylethane boronic acid (V) is refluxed with 80 ml of benzene and 0.45 g (5 mmol) of (S)-(+)-lactic acid (VI) in a Dean Stark apparatus for 5 hrs. After cooling the mixture is concentrated, redissolved in 75 ml of methanol and then transferred to a two-necked flask. The mixture is flushed with nitrogen, 1 gram of 10% palladium on activated carbon is added and hydrogen gas is passed through the stirred mixture for 2 hrs. 75 ml of methanol-water (1... The reactants are 1.42, C(C1=CC=CC=C1)OC(=O)N[C@@H](CC1=CC=CC=C1)B(O)O ((R)-1-benzyloxycarbonylamino-2-phenylethane boronic acid), C([C@@H](O)C)(=O)O ((S)-(+)-lactic acid). Reaction SMILES: C(OC([NH:11][C@H:12]([B:20]([OH:22])[OH:21])[CH2:13][C:14]1[CH:19]=[CH:18][CH:17]=[CH:16][CH:15]=1)=O)C1C=CC=CC=1.[C:23]([OH:28])(=[O:27])[C@H:24]([CH3:26])[OH:25]>C1C=CC=CC=1>[C:23]([O-:28])(=[O:27])[C@H:24]([CH3:26])[OH:25].[NH2:11][C@H:12]([B:20]([O-:22])[O-:21])[CH2:13][C:14]1[CH:19]=[CH:18][CH:17]=[CH:16][CH:15]=1 |f:3.4|. The reactants are CCO, COC(=O)c1ccc2ccccc2c1OCC(F)(F)F, [K+], [OH-], O. Product: O=C(O)c1ccc2ccccc2c1OCC(F)(F)F. Reaction SMILES: [CH3:23][CH2:24][OH:25].[F:1][C:2]([CH2:3][O:4][c:5]1[c:6]([C:15](=[O:16])[O:17][CH3:18])[cH:7][cH:8][c:9]2[cH:10][cH:11][cH:12][cH:13][c:14]12)([F:19])[F:20].[K+:22].[OH-:21].[OH2:26]>>[F:1][C:2]([CH2:3][O:4][c:5]1[c:6]([C:15](=[O:16])[OH:17])[cH:7][cH:8][c:9]2[cH:10][cH:11][cH:12][cH:13][c:14]12)([F:19])[F:20].